This data is from the Open Reaction Database (ORD), a public repository of structured organic reaction records. The task is: describe an organic reaction: reactants, conditions, products, and yield The reactants are NCCN1CCCCC1, C1CCOC1, O, O=C(O)c1nc(NCC(c2ccccc2)c2ccccc2)c2ncn(C3CCCCO3)c2n1. The product is O=C(NCCN1CCCCC1)c1nc(NCC(c2ccccc2)c2ccccc2)c2ncn(C3CCCCO3)c2n1. Reaction SMILES: [N:34]1([CH2:40][CH2:41][NH2:42])[CH2:35][CH2:36][CH2:37][CH2:38][CH2:39]1.[O:44]1[CH2:45][CH2:46][CH2:47][CH2:48]1.[OH2:43].[c:1]1([CH:7]([CH2:8][NH:9][c:10]2[c:11]3[n:12][cH:13][n:14]([CH:22]4[O:23][CH2:24][CH2:25][CH2:26][CH2:27]4)[c:15]3[n:16][c:17]([C:19](=[O:20])[OH:21])[n:18]2)[c:28]2[cH:29][cH:30][cH:31][cH:32][cH:33]2)[cH:2][cH:3][cH:4][cH:5][cH:6]1>>[c:1]1([CH:7]([CH2:8][NH:9][c:10]2[c:11]3[n:12][cH:13][n:14]([CH:22]4[O:23][CH2:24][CH2:25][CH2:26][CH2:27]4)[c:15]3[n:16][c:17]([C:19](=[O:20])[NH:42][CH2:41][CH2:40][N:34]3[CH2:35][CH2:36][CH2:37][CH2:38][CH2:39]3)[n:18]2)[c:28]2[cH:29][cH:30][cH:31][cH:32][cH:33]2)[cH:2][cH:3][cH:4][cH:5][cH:6]1. Starting materials: NC1=C(C=C(C(=O)N2CCN(CC2)CC=2C=C(C(=O)NC(C)(C)C)C=CC2)C=C1)F (3-((4-(4-Amino-3-fluorobenzoyl)piperazin-1-yl)methyl)-N-tert-butylbenzamide), 4-nitrophenylchloroformate, C(C(C)(C)C)N (Neopentylamine). Solvent: ClCCl (dichloromethane). Run at time 2 hour. Product: C(C)(C)(C)NC(C1=CC(=CC=C1)CN1CCN(CC1)C(C1=CC(=C(C=C1)NC(=O)NCC(C)(C)C)F)=O)=O (N-tert-Butyl-3-((4-(3-fluoro-4-(3-neopentylureido)benzoyl)piperazin-1-yl)methyl)benzamide). Yield: 11.7%. As a reaction SMILES: [NH2:1][C:2]1[CH:29]=[CH:28][C:5]([C:6]([N:8]2[CH2:13][CH2:12][N:11]([CH2:14][C:15]3[CH:16]=[C:17]([CH:25]=[CH:26][CH:27]=3)[C:18]([NH:20][C:21]([CH3:24])([CH3:23])[CH3:22])=[O:19])[CH2:10][CH2:9]2)=[O:7])=[CH:4][C:3]=1[F:30].C1C([N+]([O-])=O)=CC=C([Cl-][C:41]([O-])=[O:42])C=1.[CH2:44]([NH2:49])[C:45]([CH3:48])([CH3:47])[CH3:46]>ClCCl>[C:21]([NH:20][C:18](=[O:19])[C:17]1[CH:25]=[CH:26][CH:27]=[C:15]([CH2:14][N:11]2[CH2:12][CH2:13][N:8]([C:6](=[O:7])[C:5]3[CH:28]=[CH:29][C:2]([NH:1][C:41]([NH:49][CH2:44][C:45]([CH3:48])([CH3:47])[CH3:46])=[O:42])=[C:3]([F:30])[CH:4]=3)[CH2:9][CH2:10]2)[CH:16]=1)([CH3:24])([CH3:23])[CH3:22]. Procedure: 3-((4-(4-Amino-3-fluorobenzoyl)piperazin-1-yl)methyl)-N-tert-butylbenzamide (175 mg, 0.424 mmol) and 4-nitrophenylchloroformate (85 mg, 0424 mmol) were stirred in dichloromethane (2 mL) for 30 minutes. Neopentylamine (110 mg, 1.272 mmol) was added and the reaction stirred at room temperature for 2 hours. The reaction was concentrated under vacuum. The resulting residue was purified by acidic reverse phase HPLC to afford the title compound (26 mg).